From a dataset of the Open Reaction Database (ORD), a public repository of structured organic reaction records. describe an organic reaction: reactants, conditions, products, and yield The reactants are C1CCOC1, COC(=O)C1CCC(c2nc(-c3cccc(C(F)(F)F)c3)c[nH]2)CC1, [Li+], [OH-], O. Yields the product O=C(O)C1CCC(c2nc(-c3cccc(C(F)(F)F)c3)c[nH]2)CC1. Reaction SMILES: [CH2:28]1[O:29][CH2:30][CH2:31][CH2:32]1.[CH3:1][O:2][C:3](=[O:4])[CH:5]1[CH2:6][CH2:7][CH:8]([c:11]2[nH:12][cH:13][c:14](-[c:16]3[cH:17][c:18]([C:22]([F:23])([F:24])[F:25])[cH:19][cH:20][cH:21]3)[n:15]2)[CH2:9][CH2:10]1.[Li+:27].[OH-:26].[OH2:33]>>[O:2]=[C:3]([OH:4])[CH:5]1[CH2:6][CH2:7][CH:8]([c:11]2[nH:12][cH:13][c:14](-[c:16]3[cH:17][c:18]([C:22]([F:23])([F:24])[F:25])[cH:19][cH:20][cH:21]3)[n:15]2)[CH2:9][CH2:10]1.